This data is from the Open Reaction Database (ORD), a public repository of structured organic reaction records. The task is: describe an organic reaction: reactants, conditions, products, and yield The reactants are [C-]#N.[Na+] (Sodium cyanide), Cl.CNC (dimethylamine hydrochloride), C1(=CC=CC=C1)C=1N=C(SC1)C=O (4-phenylthiazole-2-carbaldehyde). Run in O (water), CO (methanol), O (water). Reaction conditions: temperature -25 celsius, time 4 hour. The product is CN(C(C#N)C=1SC=C(N1)C1=CC=CC=C1)C (2-(dimethylamino)-2-(4-phenylthiazol-2-yl)acetonitrile). The yield is 31.2%. As a reaction SMILES: [C-:1]#[N:2].[Na+].Cl.[CH3:5][NH:6][CH3:7].[C:8]1([C:14]2[N:15]=[C:16]([CH:19]=O)[S:17][CH:18]=2)[CH:13]=[CH:12][CH:11]=[CH:10][CH:9]=1>O.CO>[CH3:5][N:6]([CH3:7])[CH:19]([C:16]1[S:17][CH:18]=[C:14]([C:8]2[CH:13]=[CH:12][CH:11]=[CH:10][CH:9]=2)[N:15]=1)[C:1]#[N:2] |f:0.1,2.3|. Procedure details: Sodium cyanide (124 mg, 2.53 mmol) was added to a solution of dimethylamine hydrochloride (280 mg, 3.43 mmol) in water (10 mL), followed by the addition of a solution of 4-phenylthiazole-2-carbaldehyde (400 mg, 2.11 mmol) in methanol (20 mL) while maintaining the temperature at −25° C. The reaction mixture was further stirred for 4 h at same temperature, then it was diluted with water and the organic product was extracted with EtOAc. The organic layer was washed with brine, dried over anhydrous ...